From a dataset of the Open Reaction Database (ORD), a public repository of structured organic reaction records. describe an organic reaction: reactants, conditions, products, and yield The reactants are O=CC(=O)O, OB(O)c1ccc(F)c(Cl)c1, ClCCl, CC(C)(C)OC(=O)N1CCNCC1, O. Yields the product CC(C)(C)OC(=O)N1CCN(C(C(=O)O)c2ccc(F)c(Cl)c2)CC1. As a reaction SMILES: [C:26]([CH:27]=[O:28])(=[O:29])[OH:30].[Cl:1][c:2]1[cH:3][c:4]([B:9]([OH:10])[OH:11])[cH:5][cH:6][c:7]1[F:8].[Cl:31][CH2:32][Cl:33].[N:12]1([C:18](=[O:19])[O:20][C:21]([CH3:22])([CH3:23])[CH3:24])[CH2:13][CH2:14][NH:15][CH2:16][CH2:17]1.[OH2:25]>>[Cl:1][c:2]1[cH:3][c:4]([CH:27]([N:15]2[CH2:14][CH2:13][N:12]([C:18](=[O:19])[O:20][C:21]([CH3:22])([CH3:23])[CH3:24])[CH2:17][CH2:16]2)[C:26](=[O:29])[OH:30])[cH:5][cH:6][c:7]1[F:8]. The reactants are C(CCCCC)N1C(=O)N(C=2N=CN(C2C1=O)CCCCC(C)=O)C (1-n-hexyl-3-methyl-7-(5-oxohexyl)-xanthine), CO (methanol), [BH4-].[Na+] (sodium borohydride). Run in C(C)(=O)O (acetic acid). The product is C(CCCCC)N1C(=O)N(C=2N=CN(C2C1=O)CCCCC(C)O)C (1-n-hexyl-3-methyl-7-(5-hydroxyhexyl)-xanthine). As a reaction SMILES: [CH2:1]([N:7]1[C:16](=[O:17])[C:15]2[N:14]([CH2:18][CH2:19][CH2:20][CH2:21][C:22](=[O:24])[CH3:23])[CH:13]=[N:12][C:11]=2[N:10]([CH3:25])[C:8]1=[O:9])[CH2:2][CH2:3][CH2:4][CH2:5][CH3:6].CO.[BH4-].[Na+]>C(O)(=O)C>[CH2:1]([N:7]1[C:16](=[O:17])[C:15]2[N:14]([CH2:18][CH2:19][CH2:20][CH2:21][CH:22]([OH:24])[CH3:23])[CH:13]=[N:12][C:11]=2[N:10]([CH3:25])[C:8]1=[O:9])[CH2:2][CH2:3][CH2:4][CH2:5][CH3:6] |f:2.3|. Procedure details: 25 g of 1-n-hexyl-3-methyl-7-(5-oxohexyl)-xanthine, 100 ml of methanol and 1.0 g sodium borohydride are stirred at ambient temperature for 30 minutes. The mixture is then acidified with crystalline acetic acid to a pH-value of 5. The alcohol is evaporated and the residue is dissolved in 200 ml of methylene chloride and washed with 2N sodium hydroxide solution and with water. After evaporation of the methylene chloride, the product is recrystallised from 250 ml of diisopropyl ether. The 1-n-hexyl... Reactants: O=C(O)c1ccc(-c2cnc3c(c2)N(Cc2cc(Cl)ccc2C(F)(F)F)CCN3)cc1, C1CNC(CN2CCCC2)C1. The product is O=C(c1ccc(-c2cnc3c(c2)N(Cc2cc(Cl)ccc2C(F)(F)F)CCN3)cc1)N1CCCC1CN1CCCC1. Reaction SMILES: [Cl:1][c:2]1[cH:3][cH:4][c:5]([C:28]([F:29])([F:30])[F:31])[c:6]([CH2:7][N:8]2[c:9]3[c:10]([n:14][cH:15][c:16](-[c:18]4[cH:19][cH:20][c:21]([C:22](=[O:23])[OH:24])[cH:25][cH:26]4)[cH:17]3)[NH:11][CH2:12][CH2:13]2)[cH:27]1.[N:32]1([CH2:37][CH:38]2[NH:39][CH2:40][CH2:41][CH2:42]2)[CH2:33][CH2:34][CH2:35][CH2:36]1>>[Cl:1][c:2]1[cH:3][cH:4][c:5]([C:28]([F:29])([F:30])[F:31])[c:6]([CH2:7][N:8]2[c:9]3[c:10]([n:14][cH:15][c:16](-[c:18]4[cH:19][cH:20][c:21]([C:22](=[O:23])[N:39]5[CH:38]([CH2:37][N:32]6[CH2:33][CH2:34][CH2:35][CH2:36]6)[CH2:42][CH2:41][CH2:40]5)[cH:25][cH:26]4)[cH:17]3)[NH:11][CH2:12][CH2:13]2)[cH:27]1. The reactants are CO, CN(C)CC12CCCN1C(C(Cl)(Cl)Cl)OC2=O, N. The product is CN(C)CC1(C(N)=O)CCCN1. Reaction SMILES: [CH3:19][OH:20].[CH3:1][N:2]([CH3:3])[CH2:4][C:5]12[N:6]([CH:7]([C:10]([Cl:11])([Cl:12])[Cl:13])[O:8][C:9]1=[O:14])[CH2:15][CH2:16][CH2:17]2.[NH3:18]>>[CH3:1][N:2]([CH3:3])[CH2:4][C:5]1([C:9](=[O:8])[NH2:18])[NH:6][CH2:15][CH2:16][CH2:17]1.